Dataset: the Open Reaction Database (ORD), a public repository of structured organic reaction records. Task: describe an organic reaction: reactants, conditions, products, and yield The solvent is N1=CC=CC=C1 (pyridine). Isolated yield 96.0%. Procedure details: A solution of 1 mole 5-amino-1-naphthol in dry pyridine was stirred at 0°C and treated portionwise with 1 mole of p-toluenesulfonyl chloride. When analysis showed that the 5-amino-1-naphthol was consumed the reaction mixture was poured onto a sufficient quantity of aqueous hydrogen chloride to neutralize the excess pyridine and allow separation of the product as a fine powder which was filtered, washed with water, and recrystallized from ethanol to obtain (96% yield) analytically pure 5-p-toluen... Product: C1(=CC=C(C=C1)S(=O)(=O)NC1=C2C=CC=C(C2=CC=C1)O)C (5-p-toluenesulfonamido-1-naphthol). Starting materials: C1(=CC=C(C=C1)S(=O)(=O)Cl)C (p-toluenesulfonyl chloride), NC1=C2C=CC=C(C2=CC=C1)O (5-amino-1-naphthol), NC1=C2C=CC=C(C2=CC=C1)O (5-amino-1-naphthol). As a reaction SMILES: [NH2:1][C:2]1[CH:11]=[CH:10][CH:9]=[C:8]2[C:3]=1[CH:4]=[CH:5][CH:6]=[C:7]2[OH:12].[C:13]1([CH3:23])[CH:18]=[CH:17][C:16]([S:19](Cl)(=[O:21])=[O:20])=[CH:15][CH:14]=1>N1C=CC=CC=1>[C:13]1([CH3:23])[CH:18]=[CH:17][C:16]([S:19]([NH:1][C:2]2[CH:11]=[CH:10][CH:9]=[C:8]3[C:3]=2[CH:4]=[CH:5][CH:6]=[C:7]3[OH:12])(=[O:21])=[O:20])=[CH:15][CH:14]=1. The reactants are COC(CCCBr)=O (methyl-4-bromobutyrate), COC1=C(/C=C/C(C2=CC(=C(C=C2)OC)N)S(=O)(=O)C(C2=CC(=C(C=C2)OC)N)\C=C\C2=C(C=C(C=C2OC)OC)OC)C(=CC(=C1)OC)OC ((E)-2,4,6-trimethoxystyryl-3-amino-4-methoxybenzylsulfone). Product: COC1=C(/C=C/C(C2=CC(=C(C=C2)OC)NCCCC(=O)O)S(=O)(=O)C(C2=CC(=C(C=C2)OC)NCCCC(=O)O)\C=C\C2=C(C=C(C=C2OC)OC)OC)C(=CC(=C1)OC)OC ((E)-2,4,6-trimethoxystyryl-3-(3-carboxypropylamino)-4-methoxybenzylsulfone). RXN SMILES: C[O:2][C:3](=[O:8])[CH2:4][CH2:5][CH2:6]Br.[CH3:9][O:10][C:11]1[CH:55]=[C:54]([O:56][CH3:57])[CH:53]=[C:52]([O:58][CH3:59])[C:12]=1/[CH:13]=[CH:14]/[CH:15]([S:25]([CH:28](/[CH:38]=[CH:39]/[C:40]1[C:45]([O:46][CH3:47])=[CH:44][C:43]([O:48][CH3:49])=[CH:42][C:41]=1[O:50][CH3:51])[C:29]1[CH:34]=[CH:33][C:32]([O:35][CH3:36])=[C:31]([NH2:37])[CH:30]=1)(=[O:27])=[O:26])[C:16]1[CH:21]=[CH:20][C:19]([O:22][CH3:23])=[C:18]([NH2:24])[CH:17]=1>>[CH3:59][O:58][C:52]1[CH:53]=[C:54]([O:56][CH3:57])[CH:55]=[C:11]([O:10][CH3:9])[C:12]=1/[CH:13]=[CH:14]/[CH:15]([S:25]([CH:28](/[CH:38]=[CH:39]/[C:40]1[C:41]([O:50][CH3:51])=[CH:42][C:43]([O:48][CH3:49])=[CH:44][C:45]=1[O:46][CH3:47])[C:29]1[CH:34]=[CH:33][C:32]([O:35][CH3:36])=[C:31]([NH:37][CH2:6][CH2:5][CH2:4][C:3]([OH:8])=[O:2])[CH:30]=1)(=[O:27])=[O:26])[C:16]1[CH:21]=[CH:20][C:19]([O:22][CH3:23])=[C:18]([NH:24][CH2:6][CH2:5][CH2:4][C:3]([OH:2])=[O:8])[CH:17]=1. Reported procedure: A solution of methyl-4-bromobutyrate (40 mmol) and (E)-2,4,6-trimethoxystyryl-3-amino-4-methoxybenzylsulfone (10 mmol) was reacted according to General Method B. The product obtained was purified by recrystallization from acetone. (m.p. 86-88° C.) The reactants are ClCCl, COC(=O)CCCN1CC(C(=O)O)Oc2c(NC(=O)c3ccc(OCCCCc4ccccc4)cc3)cccc21, CCOC(C)=O, CN(C)c1ccncc1, [Cl-], [NH4+], NS(=O)(=O)c1ccccc1. Product: COC(=O)CCCN1CC(C(=O)NS(=O)(=O)c2ccccc2)Oc2c(NC(=O)c3ccc(OCCCCc4ccccc4)cc3)cccc21. RXN SMILES: [CH2:59]([Cl:60])[Cl:61].[CH3:1][O:2][C:3]([CH2:4][CH2:5][CH2:6][N:7]1[CH2:8][CH:9]([C:37](=[O:38])[OH:39])[O:10][c:11]2[c:12]1[cH:13][cH:14][cH:15][c:16]2[NH:17][C:18]([c:19]1[cH:20][cH:21][c:22]([O:25][CH2:26][CH2:27][CH2:28][CH2:29][c:30]2[cH:31][cH:32][cH:33][cH:34][cH:35]2)[cH:23][cH:24]1)=[O:36])=[O:40].[CH3:53][CH2:54][O:55][C:56](=[O:57])[CH3:58].[CH3:62][N:63]([CH3:64])[c:65]1[cH:66][cH:67][n:68][cH:69][cH:70]1.[Cl-:51].[NH4+:52].[c:41]1([S:47](=[O:48])(=[O:49])[NH2:50])[cH:42][cH:43][cH:44][cH:45][cH:46]1>>[CH3:1][O:2][C:3]([CH2:4][CH2:5][CH2:6][N:7]1[CH2:8][CH:9]([C:37](=[O:38])[NH:50][S:47]([c:41]2[cH:42][cH:43][cH:44][cH:45][cH:46]2)(=[O:48])=[O:49])[O:10][c:11]2[c:12]1[cH:13][cH:14][cH:15][c:16]2[NH:17][C:18]([c:19]1[cH:20][cH:21][c:22]([O:25][CH2:26][CH2:27][CH2:28][CH2:29][c:30]2[cH:31][cH:32][cH:33][cH:34][cH:35]2)[cH:23][cH:24]1)=[O:36])=[O:40]. Starting materials: COC1=CC=C(C=C1)N1N=C(C=C1C1=CC=C(C=C1)SC)C(=O)OCC (ethyl 1-(4-methoxyphenyl)-5-[4-(methylthio)phenyl]pyrazole-3-carboxylate), [OH-].[K+] (potassium hydroxide). RXN SMILES: [CH3:1][O:2][C:3]1[CH:8]=[CH:7][C:6]([N:9]2[C:13]([C:14]3[CH:19]=[CH:18][C:17]([S:20][CH3:21])=[CH:16][CH:15]=3)=[CH:12][C:11]([C:22]([O:24]CC)=[O:23])=[N:10]2)=[CH:5][CH:4]=1.[OH-].[K+]>CO>[CH3:1][O:2][C:3]1[CH:4]=[CH:5][C:6]([N:9]2[C:13]([C:14]3[CH:19]=[CH:18][C:17]([S:20][CH3:21])=[CH:16][CH:15]=3)=[CH:12][C:11]([C:22]([OH:24])=[O:23])=[N:10]2)=[CH:7][CH:8]=1 |f:1.2|. Product: COC1=CC=C(C=C1)N1N=C(C=C1C1=CC=C(C=C1)SC)C(=O)O (1-(4-methoxyphenyl)-5-[4-(methylthio)phenyl]pyrazole-3-carboxylic acid). Solvent: CO (methanol). Reported procedure: A mixture of ethyl 1-(4-methoxyphenyl)-5-[4-(methylthio)phenyl]pyrazole-3-carboxylate (10.2 g) and potassium hydroxide (3.7 g) in methanol (60 ml) was refluxed for 30 minutes. The solvent was evaporated, and the residue was dissolved in water and washed with toluene. The aqueous layer was acidified, and the precipitates were collected and washed with ethyl acetate to give crystals of 1-(4-methoxyphenyl)-5-[4-(methylthio)phenyl]pyrazole-3-carboxylic acid. (8.8 g). Yields the product C(C)[Al](CC)CC.CN1CCCC1 (1-Methylpyrrolidine triethylaluminum). Starting materials: CN1CCCC1 (1-methylpyrrolidine), C(C)[Al](CC)CC (triethylaluminum), CN1CCCC1 (1-methylpyrrolidine). Procedure: Colorless 1-methylpyrrolidine, 195 g (2.3 mol), was added dropwise to 228 g (2 mol) of triethylaluminum at room temperature under nitrogen gas flow with stirring. After the addition of 1-methylpyrrolidine was completed, the resulting mixture was stirred for about 6 hours at room temperature to complete the reaction. 1-Methylpyrrolidine triethylaluminum was obtained after completion of the reaction, and was dried under vacuum at about 45° C. to give a colorless liquid. The dried colorless liquid ... RXN SMILES: [CH3:1][N:2]1[CH2:6][CH2:5][CH2:4][CH2:3]1.[CH2:7]([Al:9]([CH2:12][CH3:13])[CH2:10][CH3:11])[CH3:8]>>[CH2:7]([Al:9]([CH2:12][CH3:13])[CH2:10][CH3:11])[CH3:8].[CH3:1][N:2]1[CH2:6][CH2:5][CH2:4][CH2:3]1 |f:2.3|.